From a dataset of the Open Reaction Database (ORD), a public repository of structured organic reaction records. describe an organic reaction: reactants, conditions, products, and yield Reactants: [Li]CCCC, C1CCOC1, O=C(C1CC1)C1CC1, c1ccc(-c2nnc3ccc4cc(Sc5nccs5)ccc4n23)cc1. Yields the product OC(c1cnc(Sc2ccc3c(ccc4nnc(-c5ccccc5)n43)c2)s1)(C1CC1)C1CC1. As a reaction SMILES: [CH2:1]([Li:2])[CH2:3][CH2:4][CH3:5].[CH2:39]1[O:40][CH2:41][CH2:42][CH2:43]1.[CH:31]1([C:34](=[O:35])[CH:36]2[CH2:37][CH2:38]2)[CH2:32][CH2:33]1.[c:6]1(-[c:12]2[n:13][n:14][c:15]3[n:16]2[c:17]2[cH:18][cH:19][c:20]([S:25][c:26]4[s:27][cH:28][cH:29][n:30]4)[cH:21][c:22]2[cH:23][cH:24]3)[cH:7][cH:8][cH:9][cH:10][cH:11]1>>[c:6]1(-[c:12]2[n:13][n:14][c:15]3[n:16]2[c:17]2[cH:18][cH:19][c:20]([S:25][c:26]4[s:27][c:28]([C:34]([CH:31]5[CH2:32][CH2:33]5)([OH:35])[CH:36]5[CH2:37][CH2:38]5)[cH:29][n:30]4)[cH:21][c:22]2[cH:23][cH:24]3)[cH:7][cH:8][cH:9][cH:10][cH:11]1. Starting materials: C(C(=O)OCC)(=O)OCC (Diethyl oxalate), FC1=CC=C2C=C(C(=NC2=C1)N)C(=O)N (7-fluoro-2-aminoquinoline-3-carboxamide). Solvent: CCCCCC (hexane). Reaction conditions: temperature 160 celsius. The product is FC1=CC=C2C=C3C(=NC2=C1)N=C(NC3=O)C(=O)OCC (Ethyl 8-fluoropyrimido[4,5-b]quinolin-4(3H)-one-2-carboxylate). Reaction SMILES: [C:1]([O:8][CH2:9][CH3:10])(=[O:7])[C:2](OCC)=O.[F:11][C:12]1[CH:21]=[C:20]2[C:15]([CH:16]=[C:17]([C:23]([NH2:25])=[O:24])[C:18]([NH2:22])=[N:19]2)=[CH:14][CH:13]=1>CCCCCC>[F:11][C:12]1[CH:21]=[C:20]2[C:15]([CH:16]=[C:17]3[C:23](=[O:24])[NH:25][C:2]([C:1]([O:8][CH2:9][CH3:10])=[O:7])=[N:22][C:18]3=[N:19]2)=[CH:14][CH:13]=1. Procedure details: Diethyl oxalate (47.5 g., 0.326 mole) and 7-fluoro-2-aminoquinoline-3-carboxamide (3.7 g., 0.015 mole) are mixed together and heated at 160° C. for 7 hours. The reaction mixture is cooled to room temperature, hexane (300 ml.) added, and the brown solid which precipitates filtered off, and washed with hexane (60 ml.). It is then slurried in hot chloroform (250 ml.) and the insoluble material removed by filtration. The hot filtrate is decolorized with charcoal, filtered and dried (Na2SO4). The lig... Starting materials: COC1=CC=C2C(=CC=NC2=C1)CCCCN1C(C2=CC=CC=C2C1=O)=O (2-(4-(7-methoxy-4-quinolinyl)-butyl)-1H-isoindol-1,3(2H)-dione), O.NN (hydrazine hydrate). Solvent: C(C)O (ethanol). Yields the product COC1=CC=C2C(=CC=NC2=C1)CCCCN (7-methoxy-quinolin-4-butanamine). The yield is 99.1%. As a reaction SMILES: [CH3:1][O:2][C:3]1[CH:12]=[C:11]2[C:6]([C:7]([CH2:13][CH2:14][CH2:15][CH2:16][N:17]3C(=O)C4C(=CC=CC=4)C3=O)=[CH:8][CH:9]=[N:10]2)=[CH:5][CH:4]=1.O.NN>C(O)C>[CH3:1][O:2][C:3]1[CH:12]=[C:11]2[C:6]([C:7]([CH2:13][CH2:14][CH2:15][CH2:16][NH2:17])=[CH:8][CH:9]=[N:10]2)=[CH:5][CH:4]=1 |f:1.2|. Procedure details: 3.46 g of the product of Stage C were dissolved in 70 ml of hot ethanol and 1.86 ml of hydrazine hydrate were added. The reaction medium was refluxed for 17 hours and the precipitate was eliminated by filtration. The solvent was evaporated and the residue was taken up in 70 ml of dichloromethane. Filtration was carried out and the solvent was evaporated to obtain 2.19 g of the expected product. Starting materials: CS(C)=O, [N-]=[N+]=[N-], [Na+], O, Nc1c(CS(=O)(=O)c2ccccc2)cc(F)cc1OCCCl. The product is [N-]=[N+]=NCCOc1cc(F)cc(CS(=O)(=O)c2ccccc2)c1N. RXN SMILES: [CH3:27][S:28]([CH3:29])=[O:30].[N-:24]=[N+:25]=[N-:26].[Na+:23].[OH2:31].[c:1]1([S:7](=[O:8])(=[O:9])[CH2:10][c:11]2[c:12]([NH2:22])[c:13]([O:18][CH2:19][CH2:20][Cl:21])[cH:14][c:15]([F:17])[cH:16]2)[cH:2][cH:3][cH:4][cH:5][cH:6]1>>[c:1]1([S:7](=[O:8])(=[O:9])[CH2:10][c:11]2[c:12]([NH2:22])[c:13]([O:18][CH2:19][CH2:20][N:24]=[N+:25]=[N-:26])[cH:14][c:15]([F:17])[cH:16]2)[cH:2][cH:3][cH:4][cH:5][cH:6]1. Reactants: C(CC)[Mg]Cl (PrMgCl), C(C)C1=C(C(=CC=C1)CC)C1=CC(=C(C=N1)C=O)OCC (6-(2,6-diethyl-phenyl)-4-ethoxy-pyridine-3-carbaldehyde), [NH4+].[Cl-] (NH4Cl). Run in CCOCC (ether). Conditions: time 2 hour. Product: C(C)C1=C(C(=CC=C1)CC)C1=CC(=C(C=N1)C(CCC)O)OCC (1-[6-(2,6-diethyl-phenyl)-4-ethoxy-pyridin-3-yl]-butan-1-ol). RXN SMILES: [CH2:1]([Mg]Cl)[CH2:2][CH3:3].[CH2:6]([C:8]1[CH:13]=[CH:12][CH:11]=[C:10]([CH2:14][CH3:15])[C:9]=1[C:16]1[N:21]=[CH:20][C:19]([CH:22]=[O:23])=[C:18]([O:24][CH2:25][CH3:26])[CH:17]=1)[CH3:7].[NH4+].[Cl-]>CCOCC>[CH2:6]([C:8]1[CH:13]=[CH:12][CH:11]=[C:10]([CH2:14][CH3:15])[C:9]=1[C:16]1[N:21]=[CH:20][C:19]([CH:22]([OH:23])[CH2:1][CH2:2][CH3:3])=[C:18]([O:24][CH2:25][CH3:26])[CH:17]=1)[CH3:7] |f:2.3|. Procedure: A solution of PrMgCl (2M in ether, 0.15 mL) is added dropwise to a solution of 6-(2,6-diethyl-phenyl)-4-ethoxy-pyridine-3-carbaldehyde (100 mg, 0.59 mmol) in ether (5 mL) at room temperature. After the mixture is stirred for 2 hours, aqueous NH4Cl solution (10 mL) is added and the organic layer is separated. The aqueous layer is extracted with ether (1×) and the organic layers are combined, dried and concentrated in vacuo. The residue is purified by PTLC purification (4:1 hexane/EtOAc) to give 1... Procedure details: The purified protected triphosphate 12 was taken up in concentrated aqueous NH4OH (4 mL) and stirred for 2.5 h at room temperature. The reaction mixture was concentrated to give compound 13 which was formulated with 0.1M TEAB pH 7.0 to a concentration of 2.6 mM. The concentration and purity of the formulated bulk were confirmed by UV/Vis spectroscopy and analytical ion pair HPLC as described above, respectively. See FIG. 8. Reaction conditions: time 2.5 hour. Run in [NH4+].[OH-] (NH4OH). Reaction SMILES: [P:1]([O:13][CH2:14][C@H:15]1[O:19][C@@H:18]([N:20]2[CH:27]=[C:26]([C:28]#[C:29][CH2:30][O:31][CH2:32][CH2:33][NH:34]C(=O)C(F)(F)F)[C:24]([NH2:25])=[N:23][C:21]2=[O:22])[CH2:17][CH2:16]1)([O:4][P:5]([O:8][P:9]([OH:12])([OH:11])=[O:10])([OH:7])=[O:6])(=[O:3])[OH:2]>[NH4+].[OH-]>[P:1]([O:13][CH2:14][C@H:15]1[O:19][C@@H:18]([N:20]2[CH:27]=[C:26]([C:28]#[C:29][CH2:30][O:31][CH2:32][CH2:33][NH2:34])[C:24]([NH2:25])=[N:23][C:21]2=[O:22])[CH2:17][CH2:16]1)([O:4][P:5]([O:8][P:9]([OH:11])([OH:12])=[O:10])([OH:7])=[O:6])(=[O:2])[OH:3] |f:1.2|. Product: P(O)(=O)(OP(=O)(O)OP(=O)(O)O)OC[C@@H]1CC[C@@H](O1)N1C(=O)N=C(N)C(=C1)C#CCOCCN (5-{3-(2-Aminoethoxy)propyn-1-yl}-2',3'-dideoxycytidine triphosphate). The reactants are P(O)(=O)(OP(=O)(O)OP(=O)(O)O)OC[C@@H]1CC[C@@H](O1)N1C(=O)N=C(N)C(=C1)C#CCOCCNC(C(F)(F)F)=O (5-{3-(2-Trifluoroacetamidoethoxy)propyn-1-yl}-2',3'-dideoxycytidine triphosphate).